Dataset: the Open Reaction Database (ORD), a public repository of structured organic reaction records. Task: describe an organic reaction: reactants, conditions, products, and yield The reactants are Brc1cncnc1, OB(O)c1ccc(Br)cc1, CCOC(C)=O, CN(C)C=O, [Na+], [Na+], O=C([O-])[O-], O. Product: Brc1ccc(-c2cncnc2)cc1. As a reaction SMILES: [Br:1][c:2]1[cH:3][n:4][cH:5][n:6][cH:7]1.[Br:8][c:9]1[cH:10][cH:11][c:12]([B:15]([OH:16])[OH:17])[cH:13][cH:14]1.[CH3:24][CH2:25][O:26][C:27](=[O:28])[CH3:29].[CH3:30][N:31]([CH3:32])[CH:33]=[O:34].[Na+:18].[Na+:19].[O-:20][C:21](=[O:22])[O-:23].[OH2:35]>>[c:2]1(-[c:12]2[cH:11][cH:10][c:9]([Br:8])[cH:14][cH:13]2)[cH:3][n:4][cH:5][n:6][cH:7]1. The reactants are BrC1=CC=C(C=C1)N(C(C(=O)OC)=O)CC1=CC(=CC(=C1)C)C (methyl N-(4-bromophenyl)-N-(3,5-dimethylbenzyl)oxamate), FC(OC1=CC=C(C=C1)B(O)O)(F)F (4-(trifluoromethoxy)phenylboronic acid), C([O-])([O-])=O.[K+].[K+] (potassium carbonate), O1CCOCC1 (dioxane). Reagents/catalysts: C1=CC=C(C=C1)P(C2=CC=CC=C2)[C]3[CH][CH][CH][CH]3.C1=CC=C(C=C1)P(C2=CC=CC=C2)[C]3[CH][CH][CH][CH]3.Cl[Pd]Cl.[Fe] ([1,1-bis(diphenylphosphino)ferrocene]dichloropalladium(II)). Solvent: O (water). Run at time 4 hour. Product: CC=1C=C(CN(C(C(=O)OC)=O)C2=CC=C(C=C2)C2=CC=C(C=C2)OC(F)(F)F)C=C(C1)C (Methyl N-(3,5-dimethylbenzyl)-N-[4′-(trifluoromethoxy)biphenyl-4-yl]oxamate). The yield is 73.3%. Reaction SMILES: Br[C:2]1[CH:7]=[CH:6][C:5]([N:8]([CH2:15][C:16]2[CH:21]=[C:20]([CH3:22])[CH:19]=[C:18]([CH3:23])[CH:17]=2)[C:9](=[O:14])[C:10]([O:12][CH3:13])=[O:11])=[CH:4][CH:3]=1.[F:24][C:25]([F:37])([F:36])[O:26][C:27]1[CH:32]=[CH:31][C:30](B(O)O)=[CH:29][CH:28]=1.C(=O)([O-])[O-].[K+].[K+].O1CCOCC1>C1C=CC(P([C]2[CH][CH][CH][CH]2)C2C=CC=CC=2)=CC=1.C1C=CC(P([C]2[CH][CH][CH][CH]2)C2C=CC=CC=2)=CC=1.Cl[Pd]Cl.[Fe].O>[CH3:23][C:18]1[CH:17]=[C:16]([CH:21]=[C:20]([CH3:22])[CH:19]=1)[CH2:15][N:8]([C:5]1[CH:6]=[CH:7][C:2]([C:30]2[CH:29]=[CH:28][C:27]([O:26][C:25]([F:24])([F:36])[F:37])=[CH:32][CH:31]=2)=[CH:3][CH:4]=1)[C:9](=[O:14])[C:10]([O:12][CH3:13])=[O:11] |f:2.3.4,6.7.8.9,^1:54,55,56,57,58,72,73,74,75,76|. Reported procedure: A mixture of methyl N-(4-bromophenyl)-N-(3,5-dimethylbenzyl)oxamate (707 mg, 1.88 mmol), 4-(trifluoromethoxy)phenylboronic acid (500 mg, 2.44 mmol), [1,1-bis(diphenylphosphino)ferrocene]dichloropalladium(II) (300 mg, 0.357 mmol), potassium carbonate (389 mg, 2.82 mmol), dioxane (10 ml) and water (1 ml) was stirred at 80° for 4 hours. The reaction mixture was cooled to room temperature, and filtered through celite. The residue obtained by concentration of the filtrate under reduced pressure was p... Reactants: C1COCCN1, CC(=O)CC(C)C, OC(CCl)CN1CCN2c3ccccc3Cc3ccccc3C2C1, [I-], [Na+], [Na+], [Na+], O=C([O-])[O-]. Product: OC(CN1CCOCC1)CN1CCN2c3ccccc3Cc3ccccc3C2C1. RXN SMILES: [CH2:33]1[CH2:34][O:35][CH2:36][CH2:37][NH:38]1.[CH3:39][CH:40]([CH3:41])[CH2:42][C:43](=[O:44])[CH3:45].[Cl:1][CH2:2][CH:3]([CH2:4][N:5]1[CH2:6][CH:7]2[N:8]([c:9]3[c:10]([cH:18][cH:19][cH:20][cH:21]3)[CH2:11][c:12]3[c:13]2[cH:14][cH:15][cH:16][cH:17]3)[CH2:22][CH2:23]1)[OH:24].[I-:32].[Na+:25].[Na+:26].[Na+:31].[O-:27][C:28](=[O:29])[O-:30]>>[CH2:2]([CH:3]([CH2:4][N:5]1[CH2:6][CH:7]2[N:8]([c:9]3[c:10]([cH:18][cH:19][cH:20][cH:21]3)[CH2:11][c:12]3[c:13]2[cH:14][cH:15][cH:16][cH:17]3)[CH2:22][CH2:23]1)[OH:24])[N:38]1[CH2:33][CH2:34][O:35][CH2:36][CH2:37]1. Starting materials: CCN(C(C)C)C(C)C (DIPEA), ClC1=CC=C2C(=C(C(C3(CCOCC3)C2=C1)=O)C(=O)OCC)O (ethyl 7-chloro-4-hydroxy-2-oxo-2′,3′,5′,6′-tetrahydro-spiro[naphthalene-1,4′-pyran]-3-carboxylate), Cl.C(C)(C)(C)OC(CN)=O (glycine tert-butyl ester hydrochloride). The solvent is O1CCOCC1 (dioxane), CCOCC (ether). Reaction conditions: temperature 80 celsius, time 3 hour. Yields the product ClC1=CC=C2C(=C(C(C3(CCOCC3)C2=C1)=O)C(=O)NCC(=O)OC(C)(C)C)O (1,1-Dimethylethyl N-((7-chloro-4-hydroxy-2-oxo-2′,3′,5′,6′-tetrahydro-spiro[naphthalene-1,4′-pyran]-3-yl)carbonyl)glycinate). Isolated yield 94.2%. RXN SMILES: CCN(C(C)C)C(C)C.[Cl:10][C:11]1[CH:25]=[C:24]2[C:14]([C:15]([OH:32])=[C:16]([C:27](OCC)=[O:28])[C:17](=[O:26])[C:18]32[CH2:23][CH2:22][O:21][CH2:20][CH2:19]3)=[CH:13][CH:12]=1.Cl.[C:34]([O:38][C:39](=[O:42])[CH2:40][NH2:41])([CH3:37])([CH3:36])[CH3:35]>O1CCOCC1.CCOCC>[Cl:10][C:11]1[CH:25]=[C:24]2[C:14]([C:15]([OH:32])=[C:16]([C:27]([NH:41][CH2:40][C:39]([O:38][C:34]([CH3:37])([CH3:36])[CH3:35])=[O:42])=[O:28])[C:17](=[O:26])[C:18]32[CH2:23][CH2:22][O:21][CH2:20][CH2:19]3)=[CH:13][CH:12]=1 |f:2.3|. Reported procedure: DIPEA (1.47 mL, 8.42 mmol, 1.5 eq) was added to a mixture of ethyl 7-chloro-4-hydroxy-2-oxo-2′,3′,5′,6′-tetrahydro-spiro[naphthalene-1,4′-pyran]-3-carboxylate (1.89 g, 5.61 mmol, 1.0 eq) and glycine tert-butyl ester hydrochloride (1.13 g, 6.73 mmol, 1.2 eq) in dioxane (50 mL). The reaction mixture was stirred at 80° C. for 3 hours. The reaction mixture was cooled to room temperature and concentrated in vacuo to give a yellow solid. The crude solid was suspended in ether and filtered to give the ... Starting materials: Clc1ncc(Br)c(Cl)n1, CC(C)C(CNC(=O)OC(C)(C)C)Nc1nc(Cl)ncc1Br, CC(C)(C)OC(=O)NC1CCCC1N. Yields the product CC(C)(C)OC(=O)NC1CCCC1Nc1nc(Cl)ncc1Br. As a reaction SMILES: [Br:15][c:16]1[c:17]([Cl:23])[n:18][c:19]([Cl:22])[n:20][cH:21]1.[Br:24][c:25]1[c:26]([NH:27][CH:28]([CH:29]([CH3:30])[CH3:31])[CH2:32][NH:33][C:34](=[O:35])[O:36][C:37]([CH3:38])([CH3:39])[CH3:40])[n:41][c:42]([Cl:43])[n:44][cH:45]1.[NH2:1][CH:2]1[CH:3]([NH:7][C:8]([O:9][C:10]([CH3:11])([CH3:12])[CH3:13])=[O:14])[CH2:4][CH2:5][CH2:6]1>>[NH:1]([CH:2]1[CH:3]([NH:7][C:8]([O:9][C:10]([CH3:11])([CH3:12])[CH3:13])=[O:14])[CH2:4][CH2:5][CH2:6]1)[c:17]1[c:16]([Br:15])[cH:21][n:20][c:19]([Cl:22])[n:18]1. Starting materials: FC=1C=CC=C2C=C(NC(C12)=O)C(=O)OC (methyl 8-fluoro-1-oxo-1,2-dihydroisoquinoline-3-carboxylate), N.CO (NH3 MeOH). Conditions: time 30 minute. Yields the product FC=1C=CC=C2C=C(NC(C12)=O)C(=O)N (8-fluoro-1-oxo-1,2-dihydroisoquinoline-3-carboxamide). Reaction SMILES: [F:1][C:2]1[CH:3]=[CH:4][CH:5]=[C:6]2[C:11]=1[C:10](=[O:12])[NH:9][C:8]([C:13]([O:15]C)=O)=[CH:7]2.[NH3:17].CO>>[F:1][C:2]1[CH:3]=[CH:4][CH:5]=[C:6]2[C:11]=1[C:10](=[O:12])[NH:9][C:8]([C:13]([NH2:17])=[O:15])=[CH:7]2 |f:1.2|. Procedure: To a vessel containing NH3/MeOH (140 mL) was added methyl 8-fluoro-1-oxo-1,2-dihydroisoquinoline-3-carboxylate (5 g, 15 mmol). The vessel was sealed and the solution was stirred at RT for 30 minutes and then heated to reflux for 2 hours. The reaction mixture was concentrated in vacuo to give the title compound, which was used without further purification (5 g, 85%). 1H NMR (400 MHz, DMSO-d6) δ ppm 10.26 (s, 1H), 8.32 (s, 1H), 7.92 (s, 1H), 7.82-7.81 (m, 1H), 7.61-7.59 (d, J=8.0 Hz, 1H), 7.41-7.3...